Dataset: the Open Reaction Database (ORD), a public repository of structured organic reaction records. Task: describe an organic reaction: reactants, conditions, products, and yield The reactants are ClC1=CC=C(C=C1)CNC(=O)C=1C=NC2=C(C=C(C=C2C1O)C#CCSC)F (N-[(4-Chlorophenyl)methyl]-8-fluoro-4-hydroxy-6-[3-(methylthio)-1-propynyl]-3-quinolinecarboxamide). The reagents and catalysts are [Pd] (Pd/C), [Pd] (Pd/C). Solvent: C(Cl)Cl.CO (CH2Cl2 MeOH). Conditions: time 2 hour. Product: ClC1=CC=C(C=C1)CNC(=O)C=1C=NC2=C(C=C(C=C2C1O)\C=C/CSC)F (N-[(4-Chlorophenyl)methyl]-8-fluoro-4-hydroxy-6-[(1Z)-3-(methylthio)-1-propenyl]-3-quinolinecarboxamide). RXN SMILES: [Cl:1][C:2]1[CH:7]=[CH:6][C:5]([CH2:8][NH:9][C:10]([C:12]2[CH:13]=[N:14][C:15]3[C:20]([C:21]=2[OH:22])=[CH:19][C:18]([C:23]#[C:24][CH2:25][S:26][CH3:27])=[CH:17][C:16]=3[F:28])=[O:11])=[CH:4][CH:3]=1>[Pd].C(Cl)Cl.CO>[Cl:1][C:2]1[CH:3]=[CH:4][C:5]([CH2:8][NH:9][C:10]([C:12]2[CH:13]=[N:14][C:15]3[C:20]([C:21]=2[OH:22])=[CH:19][C:18](/[CH:23]=[CH:24]\[CH2:25][S:26][CH3:27])=[CH:17][C:16]=3[F:28])=[O:11])=[CH:6][CH:7]=1 |f:2.3|. Procedure details: A mixture of N-[(4-Chlorophenyl)methyl]-8-fluoro-4-hydroxy-6-[3-(methylthio)-1-propynyl]-3-quinolinecarboxamide from Example 126 (0.226 g) and Pd/C (10%, 0.032 g) in 3:1 CH2Cl2 /MeOH (20 mL) are placed on a Parr hydrogenator under 38 psi of H2 and shaken for 2 h. Another 0.060 g of Pd/C is added, and the resulting